Dataset: the Open Reaction Database (ORD), a public repository of structured organic reaction records. Task: describe an organic reaction: reactants, conditions, products, and yield The reactants are D4, FC=1C=C(C=O)C=C(C1F)F (3,4,5-trifluorobenzaldehyde), FC=1C=C(C=CC1)O (3-fluorophenol). Product: FC=1C=C(C=O)C=C(C1OC1=CC(=CC=C1)F)F (3,5-difluoro-4-(3-fluorophenoxy)benzaldehyde). RXN SMILES: [F:1][C:2]1[CH:3]=[C:4]([CH:7]=[C:8]([F:11])[C:9]=1F)[CH:5]=[O:6].[F:12][C:13]1[CH:14]=[C:15]([OH:19])[CH:16]=[CH:17][CH:18]=1>>[F:11][C:8]1[CH:7]=[C:4]([CH:3]=[C:2]([F:1])[C:9]=1[O:19][C:15]1[CH:16]=[CH:17][CH:18]=[C:13]([F:12])[CH:14]=1)[CH:5]=[O:6]. Procedure: The title compound was prepared by a procedure similar to that described for D4 starting from 3,4,5-trifluorobenzaldehyde and 3-fluorophenol. RXN SMILES: [C:25](=[O:26])([O-:27])[O-:28].[CH:34]([Cl:35])([Cl:36])[Cl:37].[K+:29].[K+:30].[N:31]#[C:32][Br:33].[n:1]1(-[c:6]2[cH:7][cH:8][c:9]([O:10][CH2:11][c:12]3[n:13][c:14]([CH:17]4[CH2:18][CH2:19][NH:20][CH2:21][CH2:22]4)[s:15][cH:16]3)[cH:23][cH:24]2)[n:2][n:3][n:4][cH:5]1>>[n:1]1(-[c:6]2[cH:7][cH:8][c:9]([O:10][CH2:11][c:12]3[n:13][c:14]([CH:17]4[CH2:18][CH2:19][N:20]([C:32]#[N:31])[CH2:21][CH2:22]4)[s:15][cH:16]3)[cH:23][cH:24]2)[n:2][n:3][n:4][cH:5]1. Product: N#CN1CCC(c2nc(COc3ccc(-n4cnnn4)cc3)cs2)CC1. The reactants are O=C([O-])[O-], ClC(Cl)Cl, [K+], [K+], N#CBr, c1cc(-n2cnnn2)ccc1OCc1csc(C2CCNCC2)n1. Reactants: COC(=O)CBr, CC(=O)c1ccc(Br)cc1O, CCOC(C)=O, [H-], [Na+], CN(C)C=O. The product is COC(=O)COc1cc(Br)ccc1C(C)=O. Reaction SMILES: [Br:14][CH2:15][C:16](=[O:17])[O:18][CH3:19].[Br:1][c:2]1[cH:3][c:4]([OH:11])[c:5]([C:8]([CH3:9])=[O:10])[cH:6][cH:7]1.[CH3:25][CH2:26][O:27][C:28](=[O:29])[CH3:30].[H-:12].[Na+:13].[O:20]=[CH:21][N:22]([CH3:23])[CH3:24]>>[Br:1][c:2]1[cH:3][c:4]([O:11][CH2:15][C:16](=[O:17])[O:18][CH3:19])[c:5]([C:8]([CH3:9])=[O:10])[cH:6][cH:7]1. Starting materials: NC=1C(NC(=NC1N)COCC)=O (5,6-diamino-2-(ethoxymethyl)-4(3H)-pyrimidinone), C(\C=C/C(=O)O)(=O)O (maleic acid), C(C)O (ethanol). Run in CO (methanol). Yields the product C(\C=C/C(=O)O)(=O)O.NC=1C(NC(=NC1N)COCC)=O.NC=1C(NC(=NC1N)COCC)=O (5,6-Diamino-2-(ethoxymethyl)-4(3H)-pyrimidinone hemimaleate). Reaction SMILES: [NH2:1][C:2]1[C:3](=[O:13])[NH:4][C:5]([CH2:9][O:10][CH2:11][CH3:12])=[N:6][C:7]=1[NH2:8].[C:14]([OH:21])(=[O:20])/[CH:15]=[CH:16]\[C:17]([OH:19])=[O:18].C(O)C>CO>[C:14]([OH:21])(=[O:20])/[CH:15]=[CH:16]\[C:17]([OH:19])=[O:18].[NH2:1][C:2]1[C:3](=[O:13])[NH:4][C:5]([CH2:9][O:10][CH2:11][CH3:12])=[N:6][C:7]=1[NH2:8].[NH2:1][C:2]1[C:3](=[O:13])[NH:4][C:5]([CH2:9][O:10][CH2:11][CH3:12])=[N:6][C:7]=1[NH2:8] |f:4.5.6|. Procedure: A mixture of 3.4 g (0.0185 mole) of 5,6-diamino-2-(ethoxymethyl)-4(3H)-pyrimidinone, 4.4 g (0.0379 mole) of maleic acid, 300 ml of absolute ethanol and 100 ml of methanol is brought to reflux. The small insoluble portion is removed by filtration while hot. After cooling, the precipitate formed is isolated by filtration; it is washed with ethyl ether and recrystallized from absolute ethanol. Yld: 2.0 g (45%), m.p. 192°-194° C.